This data is from the Open Reaction Database (ORD), a public repository of structured organic reaction records. The task is: describe an organic reaction: reactants, conditions, products, and yield Starting materials: CO, [Cl-], Cl, [Fe], O=C(Nc1nc2ccc(Oc3cccc([N+](=O)[O-])c3)cn2n1)C1CC1, O, [NH3+]O, [Zn]. Product: Nc1cccc(Oc2ccc3nc(NC(=O)C4CC4)nn3c2)c1. Reaction SMILES: [CH3:29][OH:30].[Cl-:26].[ClH:31].[Fe:33].[N+:1]([O-:2])(=[O:3])[c:4]1[cH:5][c:6]([O:7][c:8]2[cH:9][cH:10][c:11]3[n:12]([cH:13]2)[n:14][c:15]([NH:17][C:18](=[O:19])[CH:20]2[CH2:21][CH2:22]2)[n:16]3)[cH:23][cH:24][cH:25]1.[OH2:34].[OH:27][NH3+:28].[Zn:32]>>[NH2:1][c:4]1[cH:5][c:6]([O:7][c:8]2[cH:9][cH:10][c:11]3[n:12]([cH:13]2)[n:14][c:15]([NH:17][C:18](=[O:19])[CH:20]2[CH2:21][CH2:22]2)[n:16]3)[cH:23][cH:24][cH:25]1.